From a dataset of the Open Reaction Database (ORD), a public repository of structured organic reaction records. describe an organic reaction: reactants, conditions, products, and yield Starting materials: ClC1(C(C2CCC=CC12)=O)Cl (8,8-dichlorobicyclo[4.2.0]oct-2-en-7-one). The reagents and catalysts are [Zn] (zinc), [Zn] (zinc). The solvent is C(C)(=O)O (acetic acid). Conditions: temperature 65 celsius, time 1 hour. Yields the product C12C=CCCC2C(C1)=O (bicyclo[4.2.0]oct-2-en-7-one). Yield: 71.1%. Reaction SMILES: Cl[C:2]1(Cl)[CH:9]2[CH:4]([CH2:5][CH2:6][CH:7]=[CH:8]2)[C:3]1=[O:10]>C(O)(=O)C.[Zn]>[CH:9]12[CH2:2][C:3](=[O:10])[CH:4]1[CH2:5][CH2:6][CH:7]=[CH:8]2. Reported procedure: To a solution of 1.1 g of 8,8-dichlorobicyclo[4.2.0]oct-2-en-7-one in 10 ml of glacial acetic acid was added 2.0 g of zinc dust in portions over a period of 15 minutes. The mixture was then stirred at 65° C. for 1 hour, then a further 0.5 g of zinc dust was added and the mixture stirred at 75° C. for 1 hour. The mixture was cooled, filtered, the solid washed with hexane, the filtrate and combined washings diluted with water and extracted with hexane. The hexane layer was dried over anhydrous sod... The solvent is CN(C=O)C (dimethylformamide), CN(C=O)C (dimethylformamide), CN(C=O)C (dimethylformamide). The product is C(CCC)N1C(=CC=C1)C(C1=CC(=CC=C1)[N+](=O)[O-])=O (1-butyl-2 -(3'-nitrobenzoyl)pyrrole). RXN SMILES: [H-].[Na+].[N+:3]([C:6]1[CH:7]=[C:8]([CH:16]=[CH:17][CH:18]=1)[C:9]([C:11]1[NH:12][CH:13]=[CH:14][CH:15]=1)=[O:10])([O-:5])=[O:4].Br[CH2:20][CH2:21][CH2:22][CH3:23].C(OCC)(=O)C>CN(C)C=O>[CH2:20]([N:12]1[CH:13]=[CH:14][CH:15]=[C:11]1[C:9](=[O:10])[C:8]1[CH:16]=[CH:17][CH:18]=[C:6]([N+:3]([O-:5])=[O:4])[CH:7]=1)[CH2:21][CH2:22][CH3:23] |f:0.1|. Procedure: 4 G (160 mmol) of 50% sodium hydride were suspended, under nitrogen atmosphere, in 250 ml of anhydrous dimethylformamide. A solution of 15 g (69 mmol) of 2-(3-nitrobenzoyl)pyrrole, prepared, for example, as described in Preparation 3A, in 50 ml of anhydrous dimethylformamide was added thereto, in a dropwise fashion and under stirring, maintaining the temperature at 20°-25° C. The resulting mixture was stirred for 2 additional hours and then a solution of 18 ml (170 mmol) of 1-bromobutane in 50 m... Isolated yield 95.8%. The reactants are 3A, BrCCCC (1-bromobutane), [H-].[Na+] (sodium hydride), C(C)(=O)OCC (ethyl acetate), [N+](=O)([O-])C=1C=C(C(=O)C=2NC=CC2)C=CC1 (2-(3-nitrobenzoyl)pyrrole). Starting materials: dimethyl ketal, C(C)(=O)[O-].[Na+] (sodium acetate), C(C)(=O)C1CC(CCC1)(C)C (1-acetyl-3,3-dimethyl cyclohexane), C(C=C)O (allyl alcohol). Conditions: temperature 150 celsius. The product is C(CCC=C)(=O)C1CC(CCC1)(C)C (1-(4-PENTENOYL)-3,3-DIMETHYL CYCLOHEXANE). As a reaction SMILES: [C:1]([CH:4]1[CH2:9][CH2:8][CH2:7][C:6]([CH3:11])([CH3:10])[CH2:5]1)(=[O:3])[CH3:2].[CH2:12](O)[CH:13]=[CH2:14].C([O-])(=O)C.[Na+]>>[C:1]([CH:4]1[CH2:9][CH2:8][CH2:7][C:6]([CH3:11])([CH3:10])[CH2:5]1)(=[O:3])[CH2:2][CH2:14][CH:13]=[CH2:12] |f:2.3|. Procedure details: Into a 2 liter autoclave is placed 672 grams of the dimethyl ketal of 1-acetyl-3,3-dimethyl cyclohexane prepared according to Example I; 348 grams of allyl alcohol; and 15 grams of sodium acetate. The autoclave is sealed and the contents are heated to 150° C. and maintained at 150° C. for a period of five hours. At the end of the five hour period the autoclave contents are cooled and the autoclave is opened. The resulting product is distilled on a 12" Goodloe column yielding the following fracti... Reactants: N1(C=NC2=C1C=CC=C2)CCCC#N (1H-benzimidazole-1-butanenitrile), Cl (hydrochloric acid). Yields the product N1(C=NC2=C1C=CC=C2)CCCCN (1H-benzimidazole-1-butanamine). Run at time 48 hour. Procedure: A solution was prepared from 8.9 grams of the nitrile and 150 ml of absolute ethanol, 0.8 grams of palladium on charcoal and 8 ml of concentrated hydrochloric acid were added, and the resulting mixture was hydrogenated at room temperature and pressure for 48 hours. The reaction mixture was then filtered, the solvent was evaporated from the filtrate, and the residue was treated with aqueous 2 N sodium hydroxide solution and extracted with chloroform. The chloroform solution was dried and then dis... As a reaction SMILES: [N:1]1([CH2:10][CH2:11][CH2:12][C:13]#[N:14])[C:5]2[CH:6]=[CH:7][CH:8]=[CH:9][C:4]=2[N:3]=[CH:2]1.Cl>[Pd].C(O)C>[N:1]1([CH2:10][CH2:11][CH2:12][CH2:13][NH2:14])[C:5]2[CH:6]=[CH:7][CH:8]=[CH:9][C:4]=2[N:3]=[CH:2]1. Solvent: C(C)O (ethanol). The reagents and catalysts are [Pd] (palladium on charcoal). Reactants: C(C)(C)(C)OC(=O)C1N(C(CC1)C1=CC=CC=C1)C(CNC(NC(CC(=O)OCC)C1=CC=CC=C1)=O)=O (ethyl (2RS,5SR)-3-{3-[2-(2-tert-butoxycarbonyl-5-phenyl-1-pyrrolidinyl)-2-oxoethyl]ureido}-3-phenylpropionate), [OH-].[K+] (potassium hydroxide). Run in O (water), CO (methanol). Product: C(C)(C)(C)OC(=O)C1N(C(CC1)C1=CC=CC=C1)C(CNC(NC(CC(=O)O)C1=CC=CC=C1)=O)=O ((2RS,5SR)-3-{3-[2-(2-tert-butoxycarbonyl-5-phenyl-1-pyrrolidinyl)-2oxoethyl]ureido}-3-phenylpropionic acid). Yield: 56.9%. Reaction SMILES: [C:1]([O:5][C:6]([CH:8]1[CH2:12][CH2:11][CH:10]([C:13]2[CH:18]=[CH:17][CH:16]=[CH:15][CH:14]=2)[N:9]1[C:19](=[O:38])[CH2:20][NH:21][C:22](=[O:37])[NH:23][CH:24]([C:31]1[CH:36]=[CH:35][CH:34]=[CH:33][CH:32]=1)[CH2:25][C:26]([O:28]CC)=[O:27])=[O:7])([CH3:4])([CH3:3])[CH3:2].[OH-].[K+]>CO.O>[C:1]([O:5][C:6]([CH:8]1[CH2:12][CH2:11][CH:10]([C:13]2[CH:18]=[CH:17][CH:16]=[CH:15][CH:14]=2)[N:9]1[C:19](=[O:38])[CH2:20][NH:21][C:22](=[O:37])[NH:23][CH:24]([C:31]1[CH:32]=[CH:33][CH:34]=[CH:35][CH:36]=1)[CH2:25][C:26]([OH:28])=[O:27])=[O:7])([CH3:4])([CH3:2])[CH3:3] |f:1.2|. Procedure details: By proceeding in a fashion similar to that described in Example 9, but starting from 3.9 g of ethyl (2RS,5SR)-3-{3-[2-(2-tert-butoxycarbonyl-5-phenyl-1-pyrrolidinyl)-2-oxoethyl]ureido}-3-phenylpropionate in solution in 60 cm3 of methanol and 0.45 g of potassium hydroxide dissolved in 20 cm3 of water and after treatment, 2.1 g of (2RS,5SR)-3-{3-[2-(2-tert-butoxycarbonyl-5-phenyl-1-pyrrolidinyl)-2oxoethyl]ureido}-3-phenylpropionic acid are obtained [proton NMR (250 MHz, DMSO D6, δ in ppm), 2 rotam... Starting materials: CC(C)([O-])C.[K+] (potassium tert-butoxide), FC=1C=C2C(C(=CN(C2=C(C1F)F)NC)C(=O)OCC)=O (ethyl 6,7,8-trifluoro-1-methylamino-1,4-dihydro-4-oxoquinoline-3-carboxylate), C(C)(C)(C)OC(=O)C(C(=O)OC(C)(C)C)=C (tert-butyl 2-tert-butoxycarbonylacrylate), ethyl acetate ice water, Cl (hydrochloric acid). The solvent is O1CCCC1 (tetrahydrofuran). Yields the product FC=1C=C2C(C(=CN(C2=C(C1F)F)N(CC(C(=O)OC(C)(C)C)C(=O)OC(C)(C)C)C)C(=O)OCC)=O (ethyl 6,7,8-trifluoro-1 -[N-methyl-N-{2,2-bis(tert-butoxycarbonyl)ethyl}amino]-1,4 -dihydro-4-oxoquinoline-3-carboxylate). The yield is 38.3%. Reaction SMILES: CC(C)([O-])C.[K+].[F:7][C:8]1[CH:9]=[C:10]2[C:15](=[C:16]([F:19])[C:17]=1[F:18])[N:14]([NH:20][CH3:21])[CH:13]=[C:12]([C:22]([O:24][CH2:25][CH3:26])=[O:23])[C:11]2=[O:27].[C:28]([O:32][C:33]([C:35](=[CH2:43])[C:36]([O:38][C:39]([CH3:42])([CH3:41])[CH3:40])=[O:37])=[O:34])([CH3:31])([CH3:30])[CH3:29].Cl>O1CCCC1>[F:7][C:8]1[CH:9]=[C:10]2[C:15](=[C:16]([F:19])[C:17]=1[F:18])[N:14]([N:20]([CH3:21])[CH2:43][CH:35]([C:33]([O:32][C:28]([CH3:31])([CH3:30])[CH3:29])=[O:34])[C:36]([O:38][C:39]([CH3:42])([CH3:41])[CH3:40])=[O:37])[CH:13]=[C:12]([C:22]([O:24][CH2:25][CH3:26])=[O:23])[C:11]2=[O:27] |f:0.1|. Procedure details: Solid potassium tert-butoxide (823 mg) was added to tetrahydrofuran (40 ml) solution of ethyl 6,7,8-trifluoro-1-methylamino-1,4-dihydro-4-oxoquinoline-3-carboxylate (2.0 g) and tert-butyl 2-tert-butoxycarbonylacrylate (1.67 g), with stirring and suspending under ice-cooling, and the suspension was stirred for 0.5 hour with ice-cooling and then 1.5 hours at room temperature. The reaction solution was poured into a mixed liquid of ethyl acetate ice-water (150 ml/150 ml) and was adjusted to have pH... Procedure details: To a solution of 4-bromo-3-methyl phenol (0.300 g, 1 equiv) in DMF (5 mL) are added 4-methylester phenyl boronic acid (0.58 g, 2 equiv), dppf (0.27 g, 0.3 equiv), palladium acetate (0.036 g, 0.1 equiv), and cesium carbonate (1.04 g, 2 equiv). The reaction mixture is heated to 75° C. for 1 h. The reaction is cooled to room temperature and is diluted with water. The resulting solution is extracted with ethyl acetate. The combined organic layers are combined and washed with brine, dried over sodium... Yields the product COC(=O)C1=CC=C(C=C1)C1=C(C=C(C=C1)O)C (4′-Hydroxy-2′-methyl-biphenyl-4-carboxylic acid methyl ester). Run at temperature 75 celsius. Solvent: O (water). The reactants are BrC1=C(C=C(C=C1)O)C (4-bromo-3-methyl phenol), 4-methylester phenyl boronic acid, C([O-])([O-])=O.[Cs+].[Cs+] (cesium carbonate), CN(C)C=O (DMF). The yield is 58.0%. RXN SMILES: Br[C:2]1[CH:7]=[CH:6][C:5]([OH:8])=[CH:4][C:3]=1[CH3:9].[C:10](=[O:13])([O-])[O-].[Cs+].[Cs+].CN([CH:19]=[O:20])C>O.C1C=CC(P(C2C=CC=CC=2)[C-]2C=CC=C2)=CC=1.C1C=CC(P(C2C=CC=CC=2)[C-]2C=CC=C2)=CC=1.[Fe+2].C([O-])(=O)C.[Pd+2].C([O-])(=O)C>[CH3:10][O:13][C:19]([C:2]1[CH:7]=[CH:6][C:5]([C:2]2[CH:7]=[CH:6][C:5]([OH:8])=[CH:4][C:3]=2[CH3:9])=[CH:4][CH:3]=1)=[O:20] |f:1.2.3,6.7.8,9.10.11|. Reagents/catalysts: C1=CC=C(C=C1)P([C-]2C=CC=C2)C3=CC=CC=C3.C1=CC=C(C=C1)P([C-]2C=CC=C2)C3=CC=CC=C3.[Fe+2] (dppf), C(C)(=O)[O-].[Pd+2].C(C)(=O)[O-] (palladium acetate).